This data is from the Open Reaction Database (ORD), a public repository of structured organic reaction records. The task is: describe an organic reaction: reactants, conditions, products, and yield Reported procedure: Into 280 ml of concentrated hydrochloric acid and 140 ml of acetic acid were suspended 18.0 g of ethyl 1-(4-bromo-2-fluorophenyl)methyl-6-chloro-1,4-dihydro-2,4-dioxo-3(2H)quinazolineacetate, and, after added 1 ml of concentrated sulfuric acid, the mixture was refluxed for 3 hours. After cooling, the reaction liquor was poured into 600 ml of ice water and the deposits were collected by filtration. They were recrystallized from ethanol to obtain 15.0 g of title compound. m.p. 189° C. Product: BrC1=CC(=C(C=C1)CN1C(N(C(C2=CC(=CC=C12)Cl)=O)CC(=O)O)=O)F (1-(4-Bromo-2-fluorophenyl)methyl-6-chloro-1,4-dihydro-2,4-dioxo-3(2H)-quinazolineacetic acid). The yield is 88.6%. The reactants are Cl (hydrochloric acid), ice water, BrC1=CC(=C(C=C1)CN1C(N(C(C2=CC(=CC=C12)Cl)=O)CC(=O)OCC)=O)F (ethyl 1-(4-bromo-2-fluorophenyl)methyl-6-chloro-1,4-dihydro-2,4-dioxo-3(2H)quinazolineacetate), S(O)(O)(=O)=O (sulfuric acid). Solvent: C(C)(=O)O (acetic acid). RXN SMILES: Cl.[Br:2][C:3]1[CH:8]=[CH:7][C:6]([CH2:9][N:10]2[C:19]3[C:14](=[CH:15][C:16]([Cl:20])=[CH:17][CH:18]=3)[C:13](=[O:21])[N:12]([CH2:22][C:23]([O:25]CC)=[O:24])[C:11]2=[O:28])=[C:5]([F:29])[CH:4]=1.S(=O)(=O)(O)O>C(O)(=O)C>[Br:2][C:3]1[CH:8]=[CH:7][C:6]([CH2:9][N:10]2[C:19]3[C:14](=[CH:15][C:16]([Cl:20])=[CH:17][CH:18]=3)[C:13](=[O:21])[N:12]([CH2:22][C:23]([OH:25])=[O:24])[C:11]2=[O:28])=[C:5]([F:29])[CH:4]=1.